This data is from the Open Reaction Database (ORD), a public repository of structured organic reaction records. The task is: describe an organic reaction: reactants, conditions, products, and yield Reactants: SC1=NNC=N1 (3-mercapto-1,2,4-triazole), CN1N=NN=C1SC1=C/C(/C2=CC=CC=C2C1=O)=N\S(=O)(=O)C1=CC=C(C=C1)C1=CC=CC=C1 ((E)-N-(3-(1-methyl-1H-tetrazol-5-ylthio)-4-oxonaphthalen-1(4H)-ylidene)biphenyl-4-sulfonamide), ClC1=C/C(/C2=CC=CC=C2C1=O)=N\S(=O)(=O)C1=CC2=CC=CC=C2C=C1 ((E)-N-(3-chloro-4-oxonaphthalen-1(4H)-ylidene)naphthalene-2-sulfonamide). The product is N1N=C(N=C1)SC1=C/C(/C2=CC=CC=C2C1=O)=N\S(=O)(=O)C1=CC2=CC=CC=C2C=C1 ((E)-N-(3-(1H-1,2,4-triazol-3-ylthio)-4-oxonaphthalen-1(4H)-ylidene)naphthalene-2-sulfonamide), CN1N=NN=C1SC1=C/C(/C2=CC=CC=C2C1=O)=N\S(=O)(=O)C1=CC=C(C=C1)C1=CC=CC=C1 ((E)-N-(3-(1-methyl-1H-tetrazol-5-ylthio)-4-oxonaphthalen-1(4H)-ylidene)biphenyl-4-sulfonamide). Isolated yield 58.5%. RXN SMILES: [CH3:1][N:2]1[C:6]([S:7][C:8]2[C:17](=[O:18])[C:16]3[C:11](=[CH:12][CH:13]=[CH:14][CH:15]=3)/[C:10](=[N:19]/[S:20]([C:23]3[CH:28]=[CH:27][C:26]([C:29]4[CH:34]=[CH:33][CH:32]=[CH:31][CH:30]=4)=[CH:25][CH:24]=3)(=[O:22])=[O:21])/[CH:9]=2)=[N:5][N:4]=[N:3]1.ClC1C(=O)C2C(=CC=CC=2)/C(=N/S(C2C=CC3C(=CC=CC=3)C=2)(=O)=O)/C=1.SC1N=CNN=1>>[NH:4]1[CH:1]=[N:2][C:6]([S:7][C:8]2[C:17](=[O:18])[C:16]3[C:11](=[CH:12][CH:13]=[CH:14][CH:15]=3)/[C:10](=[N:19]/[S:20]([C:23]3[CH:28]=[CH:27][C:26]4[C:25](=[CH:32][CH:31]=[CH:30][CH:29]=4)[CH:24]=3)(=[O:21])=[O:22])/[CH:9]=2)=[N:5]1.[CH3:1][N:2]1[C:6]([S:7][C:8]2[C:17](=[O:18])[C:16]3[C:11](=[CH:12][CH:13]=[CH:14][CH:15]=3)/[C:10](=[N:19]/[S:20]([C:23]3[CH:28]=[CH:27][C:26]([C:29]4[CH:34]=[CH:33][CH:32]=[CH:31][CH:30]=4)=[CH:25][CH:24]=3)(=[O:21])=[O:22])/[CH:9]=2)=[N:5][N:4]=[N:3]1. Procedure details: (E)-N-(3-(1H-1,2,4-triazol-3-ylthio)-4-oxonaphthalen-1(4H)-ylidene)naphthalene-2-sulfonamide (13ai) was prepared according to the procedure for 13x except using 12f and 3-mercapto-1,2,4-triazole, affording 52.2 mg (58.5%) title compound as a yellow solid. Reactants: CC(CN)=C (2-methylallylamine), CC1(NC(CC(C1)=O)(C)C)C (2,2,6,6-tetramethyl-4-piperidone). Solvent: C1(=CC=CC=C1)C (toluene), C1(=CC=CC=C1)C (toluene). Product: CC1(NC(CC(C1)=NCC(=C)C)(C)C)C (N-(2,2,6,6-tetramethyl-4- piperidylidene)-2-methylallylamine). Isolated yield 82.8%. As a reaction SMILES: [CH3:1][C:2](=[CH2:5])[CH2:3][NH2:4].[CH3:6][C:7]1([CH3:16])[CH2:12][C:11](=O)[CH2:10][C:9]([CH3:15])([CH3:14])[NH:8]1>C1(C)C=CC=CC=1>[CH3:6][C:7]1([CH3:16])[CH2:12][C:11](=[N:4][CH2:3][C:2]([CH3:1])=[CH2:5])[CH2:10][C:9]([CH3:15])([CH3:14])[NH:8]1. Reported procedure: 400 g of 2-methylallylamine are dissolved in 400 ml of toluene in a 2.5 liter sulfonating flask, and 450 g of microfilter are added. A solution of 700 g of 2,2,6,6-tetramethyl-4-piperidone in 300 ml of toluene is then added dropwise in such a manner that the reaction temperature is kept at 30°-35° C. After the addition is completed, stirring is maintained for 6 hours at room temperature. The mixture is filtered off from the microfilter, and the solvent is removed in a rotary evaporator. Distilla... The reactants are Cc1ccccc1, O=C[O-], [Fe], CC(C)(C)OC(=O)N1CCN(CCCOc2ccc([N+](=O)[O-])c(C(F)(F)F)c2)CC1, [NH4+], O. The product is CC(C)(C)OC(=O)N1CCN(CCCOc2ccc(N)c(C(F)(F)F)c2)CC1. RXN SMILES: [CH3:35][c:36]1[cH:37][cH:38][cH:39][cH:40][cH:41]1.[CH:31]([O-:32])=[O:33].[Fe:42].[N+:1]([O-:2])(=[O:3])[c:4]1[c:5]([C:27]([F:28])([F:29])[F:30])[cH:6][c:7]([O:8][CH2:9][CH2:10][CH2:11][N:12]2[CH2:13][CH2:14][N:15]([C:18](=[O:19])[O:20][C:21]([CH3:22])([CH3:23])[CH3:24])[CH2:16][CH2:17]2)[cH:25][cH:26]1.[NH4+:34].[OH2:43]>>[NH2:1][c:4]1[c:5]([C:27]([F:28])([F:29])[F:30])[cH:6][c:7]([O:8][CH2:9][CH2:10][CH2:11][N:12]2[CH2:13][CH2:14][N:15]([C:18](=[O:19])[O:20][C:21]([CH3:22])([CH3:23])[CH3:24])[CH2:16][CH2:17]2)[cH:25][cH:26]1.